Dataset: the Open Reaction Database (ORD), a public repository of structured organic reaction records. Task: describe an organic reaction: reactants, conditions, products, and yield Reaction conditions: temperature 0 celsius. As a reaction SMILES: [C:1]([NH:4][C:5]1([C:39]2[CH:44]=[CH:43][CH:42]=[CH:41][CH:40]=2)[CH2:10][CH2:9][N:8]([CH:11]([CH2:24][C:25]2[CH:30]=[C:29]([C:31]([F:34])([F:33])[F:32])[CH:28]=[C:27]([C:35]([F:38])([F:37])[F:36])[CH:26]=2)[CH2:12][CH:13]([C:16]2[CH:21]=[CH:20][C:19]([Cl:22])=[C:18]([Cl:23])[CH:17]=2)[CH2:14][NH2:15])[CH2:7][CH2:6]1)(=[O:3])[CH3:2].C=O.[C:47](O)(=O)C.C([BH3-])#N.[Na+]>CO.ClCCl.O.C(=O)(O)[O-].[Na+]>[C:1]([NH:4][C:5]1([C:39]2[CH:44]=[CH:43][CH:42]=[CH:41][CH:40]=2)[CH2:6][CH2:7][N:8]([CH:11]([CH2:24][C:25]2[CH:26]=[C:27]([C:35]([F:36])([F:37])[F:38])[CH:28]=[C:29]([C:31]([F:33])([F:32])[F:34])[CH:30]=2)[CH2:12][CH:13]([C:16]2[CH:21]=[CH:20][C:19]([Cl:22])=[C:18]([Cl:23])[CH:17]=2)[CH2:14][NH:15][CH3:47])[CH2:9][CH2:10]1)(=[O:3])[CH3:2] |f:3.4,8.9|. Starting materials: C(C)(=O)NC1(CCN(CC1)C(CC(CN)C1=CC(=C(C=C1)Cl)Cl)CC1=CC(=CC(=C1)C(F)(F)F)C(F)(F)F)C1=CC=CC=C1 (4-(4-acetamido-4-phenylpiperidino)-2-(3,4-dichlorophenyl)-N-[3,5-bis(trifluoromethyl)benzyl]butylamine), C=O (formaldehyde), C(C)(=O)O (acetic acid), C(#N)[BH3-].[Na+] (sodium cyanoborohydride). Reported procedure: To a stirred solution of 4-(4-acetamido-4-phenylpiperidino)-2-(3,4-dichlorophenyl)-N-[3,5-bis(trifluoromethyl)benzyl]butylamine (0.30 g) in methanol (4 mL) was added aqueous formaldehyde (37% w/w, 0.027 mL). The mixture was cooled to 0° C. and acetic acid (0.038 mL) was added followed by a solution of sodium cyanoborohydride (43 mg) in methanol (1 mL). The reaction mixture was allowed to warm to room temperature overnight and was diluted with dichloromethane (5 mL), water (5 mL), and saturated s... Solvent: CO (methanol), CO (methanol), ClCCl (dichloromethane), O (water), C([O-])(O)=O.[Na+] (sodium bicarbonate). Yields the product C(C)(=O)NC1(CCN(CC1)C(CC(CNC)C1=CC(=C(C=C1)Cl)Cl)CC1=CC(=CC(=C1)C(F)(F)F)C(F)(F)F)C1=CC=CC=C1 (4-(4-Acetamido-4-phenylpiperidino)-2-(3,4-dichlorophenyl)-N-methyl-N-[3,5-bis(trifluoromethyl)benzyl]butylamine), hemihydrate. Starting materials: O=C(CCCCC(=O)O)C (6-oxo-heptanoic acid), CN(/C(=N/[N+](=O)[O-])/N)N=O (MNNG), C(C)OCC (diethyl ether), [OH-].[K+] (KOH). Solvent: C(Cl)Cl (CH2Cl2). Run at time 10 minute. Product: EtOAc hexanes, COC(CCCCC(C)=O)=O (6-Oxo-heptanoic acid methyl ester). Isolated yield 30.0%. As a reaction SMILES: [CH2:1](OCC)C.[OH-].[K+].CN(N=O)/C(/N)=N/[N+]([O-])=O.[O:18]=[C:19]([CH3:27])[CH2:20][CH2:21][CH2:22][CH2:23][C:24]([OH:26])=[O:25]>C(Cl)Cl>[CH3:1][O:25][C:24](=[O:26])[CH2:23][CH2:22][CH2:21][CH2:20][C:19](=[O:18])[CH3:27] |f:1.2|. Procedure: To a rapidly stirred mixture of diethyl ether (175 ml) and 40% KOH (52 ml) at 0° C. was added MNNG (15.4 g, 105 mmol). The mixture was stirred for 10 minutes. The ethereal layer was transferred to a solution of 6-oxo-heptanoic acid 1-1 (5.0 g, 34.68 mmol) and CH2Cl2 at 0° C. The solution was purged with argon for 30 minutes and then concentrated. Flash chromatography (silica, 30% to 50% EtOAc/hexanes) gave ester 1-2 as a clear oil. Reactants: Cl.N1(CCCC1)CC(C)N1C2=CC=CC=C2SC=2C=CC(=CC12)C(=O)Cl (10-[(2RS)-1-(1-pyrrolidinyl)-2-propyl]-2-phenothiazinecarbonyl chloride hydrochloride), C1(CCC1)CN (cyclobutylmethylamine). Procedure details: By working in a manner similar to that described below in Example 103, but starting with 10-[(2RS)-1-(1-pyrrolidinyl)-2-propyl]-2-phenothiazinecarbonyl chloride hydrochloride (3.4 g) in dichloromethane (100 cc) and with cyclobutylmethylamine (4.5 g), N-(cyclobutylmethyl)-10-[(2RS)-1-(1-pyrrolidinyl)-2-propyl]-2-phenothiazinecarboxamide (1.7 g) is obtained, after recrystallization in isopropyl ether, in the form of white crystals, m.p. 133° C. Isolated yield 48.6%. Run in ClCCl (dichloromethane). Yields the product C1(CCC1)CNC(=O)C1=CC=2N(C3=CC=CC=C3SC2C=C1)C(CN1CCCC1)C (N-(cyclobutylmethyl)-10-[(2RS)-1-(1-pyrrolidinyl)-2-propyl]-2-phenothiazinecarboxamide). Reaction SMILES: Cl.[N:2]1([CH2:7][CH:8]([N:10]2[C:23]3[CH:22]=[C:21]([C:24](Cl)=[O:25])[CH:20]=[CH:19][C:18]=3[S:17][C:16]3[C:11]2=[CH:12][CH:13]=[CH:14][CH:15]=3)[CH3:9])[CH2:6][CH2:5][CH2:4][CH2:3]1.[CH:27]1([CH2:31][NH2:32])[CH2:30][CH2:29][CH2:28]1>ClCCl>[CH:27]1([CH2:31][NH:32][C:24]([C:21]2[CH:20]=[CH:19][C:18]3[S:17][C:16]4[C:11](=[CH:12][CH:13]=[CH:14][CH:15]=4)[N:10]([CH:8]([CH3:9])[CH2:7][N:2]4[CH2:6][CH2:5][CH2:4][CH2:3]4)[C:23]=3[CH:22]=2)=[O:25])[CH2:30][CH2:29][CH2:28]1 |f:0.1|.